Dataset: the Open Reaction Database (ORD), a public repository of structured organic reaction records. Task: describe an organic reaction: reactants, conditions, products, and yield Starting materials: CCC#N, C=Cc1ccccc1, CCN(C(C)C)C(C)C, O=C(Cl)c1cccc(I)c1. Yields the product Ic1cccc(C=Cc2ccccc2)c1. As a reaction SMILES: [C:28](#[N:29])[CH2:30][CH3:31].[CH2:11]=[CH:12][c:13]1[cH:14][cH:15][cH:16][cH:17][cH:18]1.[CH2:19]([N:20]([CH:21]([CH3:22])[CH3:23])[CH:24]([CH3:25])[CH3:26])[CH3:27].[I:1][c:2]1[cH:3][c:4]([C:5]([Cl:6])=[O:7])[cH:8][cH:9][cH:10]1>>[I:1][c:2]1[cH:3][c:4]([CH:5]=[CH:12][c:13]2[cH:14][cH:15][cH:16][cH:17][cH:18]2)[cH:8][cH:9][cH:10]1. The solvent is C(C)O (ethanol), C(C)O (ethanol). Product: [N+](=O)([O-])C1=CC(=C(C=C1C=C(C(N)=CC1=CC(OC)=C(OC)C=C1[N+](=O)[O-])N)OC)OC (1,2-Bis(6-Nitroveratrylidene)ethylenediamine). As a reaction SMILES: [N+:1]([C:4]1[C:9]([CH:10]=O)=[CH:8][C:7]([O:12][CH3:13])=[C:6]([O:14][CH3:15])[CH:5]=1)([O-:3])=[O:2].[CH2:16]([NH2:19])[CH2:17][NH2:18]>C(O)C>[N+:1]([C:4]1[C:9]([CH:10]=[C:16]([NH2:19])[C:17](=[CH:10][C:9]2[C:4]([N+:1]([O-:3])=[O:2])=[CH:5][C:6]([O:14][CH3:15])=[C:7]([O:12][CH3:13])[CH:8]=2)[NH2:18])=[CH:8][C:7]([O:12][CH3:13])=[C:6]([O:14][CH3:15])[CH:5]=1)([O-:3])=[O:2]. Reactants: C(CN)N (ethylenediamine), [N+](=O)([O-])C1=CC(=C(C=C1C=O)OC)OC (6-nitroveratraldehyde). Isolated yield 84.0%. Procedure details: A heated suspension of 6-nitroveratraldehyde (168.8 g, 0.8 moles) and 1200 ml of ethanol was treated with ethylenediamine (24 g, 0.4 moles) and 200 ml of ethanol. The mixture was nearly in solution when a solid precipitated. Ethanol (500 ml) was added. The suspension was refluxed for 1.5 hrs. The resulting solid was filtered and washed with ethanol to yield 150 g (84%) of the product. Reactants: N1[C@H](C(=O)O)CCC1 (L-proline), C(C1=CC=CC=C1)(=S)O (thiobenzoic acid), C([O-])([O-])=O.[K+].[K+] (potassium carbonate), BrC(C(=O)Cl)C(C)OC (2-bromo-3-methoxybutyric acid chloride). The solvent is [OH-].[Na+] (sodium hydroxide), [OH-].[Na+] (sodium hydroxide). Run at time 3 hour. Yields the product C(C1=CC=CC=C1)(=O)SC(C(=O)N1[C@H](C(=O)O)CCC1)C(C)OC (1-[2-benzoylthio-3-methoxybutanoyl]-L-proline). RXN SMILES: [NH:1]1[CH2:8][CH2:7][CH2:6][C@H:2]1[C:3]([OH:5])=[O:4].Br[CH:10]([CH:14]([O:16][CH3:17])[CH3:15])[C:11](Cl)=[O:12].[C:18]([OH:26])(=[S:25])[C:19]1[CH:24]=[CH:23][CH:22]=[CH:21][CH:20]=1.C(=O)([O-])[O-].[K+].[K+]>[OH-].[Na+]>[C:18]([S:25][CH:10]([CH:14]([O:16][CH3:17])[CH3:15])[C:11]([N:1]1[CH2:8][CH2:7][CH2:6][C@H:2]1[C:3]([OH:5])=[O:4])=[O:12])(=[O:26])[C:19]1[CH:24]=[CH:23][CH:22]=[CH:21][CH:20]=1 |f:3.4.5,6.7|. Procedure details: To a solution of L-proline (5.75 g.) in N sodium hydroxide (50 ml.) chilled in an ice bath, 2 N sodium hydroxide (25 ml.) and 2-bromo-3-methoxybutyric acid chloride [obtained from 2-bromo-3-methoxybutyric acid [J. Am. Chem. Soc., 71, 1096, (1949)] and thionyl chloride] (10.7 g.) are added, with vigorous stirring. After three hours, thiobenzoic acid (7.5 g.) and potassium carbonate (4.8 g.) are added and the mixture is stirred at room temperature overnight. The reaction mixture is acidified and e... Reactants: CC(C)(C)CC(NC(=O)OCc1ccccc1)C12OCC(C)(CO1)CO2, CCOC(C)=O. Product: CC(C)(C)CC(N)C12OCC(C)(CO1)CO2. As a reaction SMILES: [CH2:1]([O:2][C:3](=[O:4])[NH:10][CH:11]([CH2:12][C:13]([CH3:14])([CH3:15])[CH3:16])[C:17]12[O:18][CH2:19][C:20]([CH3:25])([CH2:21][O:22]1)[CH2:23][O:24]2)[c:5]1[cH:6][cH:7][cH:8][cH:9][cH:26]1.[CH3:27][CH2:28][O:29][C:30](=[O:31])[CH3:32]>>[NH2:10][CH:11]([CH2:12][C:13]([CH3:14])([CH3:15])[CH3:16])[C:17]12[O:18][CH2:19][C:20]([CH3:25])([CH2:21][O:22]1)[CH2:23][O:24]2. The reactants are CC(=O)O[BH-](OC(C)=O)OC(C)=O, CC(=O)O, CC(Cl)Cl, COC(=O)c1cc(Br)cc(N)c1C, [Na+], [Na+], O=C([O-])O, O=C1CCSCC1. Product: COC(=O)c1cc(Br)cc(NC2CCSCC2)c1C. RXN SMILES: [C:25]([O:26][BH-:27]([O:28][C:29](=[O:30])[CH3:31])[O:32][C:33](=[O:34])[CH3:35])(=[O:36])[CH3:37].[CH3:21][C:22](=[O:23])[OH:24].[Cl:44][CH:45]([Cl:46])[CH3:47].[NH2:1][c:2]1[c:3]([CH3:13])[c:4]([C:5](=[O:6])[O:7][CH3:8])[cH:9][c:10]([Br:12])[cH:11]1.[Na+:38].[Na+:43].[O-:39][C:40]([OH:41])=[O:42].[S:14]1[CH2:15][CH2:16][C:17](=[O:20])[CH2:18][CH2:19]1>>[NH:1]([c:2]1[c:3]([CH3:13])[c:4]([C:5](=[O:6])[O:7][CH3:8])[cH:9][c:10]([Br:12])[cH:11]1)[CH:17]1[CH2:16][CH2:15][S:14][CH2:19][CH2:18]1. Reactants: COC(=O)COCCCCN1C(=O)CCC1C=CC(=O)Cc1cccc(Cl)c1, CO. Product: COC(=O)COCCCCN1C(=O)CCC1CCC(=O)Cc1cccc(Cl)c1. As a reaction SMILES: [CH3:1][O:2][C:3]([CH2:4][O:5][CH2:6][CH2:7][CH2:8][CH2:9][N:10]1[CH:11]([CH:16]=[CH:17][C:18]([CH2:19][c:20]2[cH:21][c:22]([Cl:26])[cH:23][cH:24][cH:25]2)=[O:27])[CH2:12][CH2:13][C:14]1=[O:15])=[O:28].[CH3:29][OH:30]>>[CH3:1][O:2][C:3]([CH2:4][O:5][CH2:6][CH2:7][CH2:8][CH2:9][N:10]1[CH:11]([CH2:16][CH2:17][C:18]([CH2:19][c:20]2[cH:21][c:22]([Cl:26])[cH:23][cH:24][cH:25]2)=[O:27])[CH2:12][CH2:13][C:14]1=[O:15])=[O:28]. Starting materials: C(C)(C)(C)OC(=O)NC1CCC(CC1)NC1=C2C(=CN=CC2=CC=C1)OC (N-(tert-butoxycarbonyl)-N′-(4-methoxy-5-isoquinolyl)-1,4-cyclohexanediamine), Cl.CO (hydrogen chloride methanol). The product is Cl.COC1=CN=CC2=CC=CC(=C12)NC1CCC(CC1)N (N-(4-methoxy-5-isoquinolyl)-1,4-cyclohexanediamine hydrochloride). Reaction SMILES: C(OC([NH:8][CH:9]1[CH2:14][CH2:13][CH:12]([NH:15][C:16]2[CH:25]=[CH:24][CH:23]=[C:22]3[C:17]=2[C:18]([O:26][CH3:27])=[CH:19][N:20]=[CH:21]3)[CH2:11][CH2:10]1)=O)(C)(C)C.[ClH:28].CO>>[ClH:28].[CH3:27][O:26][C:18]1[C:17]2[C:22](=[CH:23][CH:24]=[CH:25][C:16]=2[NH:15][CH:12]2[CH2:13][CH2:14][CH:9]([NH2:8])[CH2:10][CH2:11]2)[CH:21]=[N:20][CH:19]=1 |f:1.2,3.4|. Procedure details: According to the method of Example 1, Step C, deprotection was performed (50° C., 2 hours) by using Intermediate 97 (372 mg) and 10% hydrogen chloride/methanol solution (10 ml). The reaction mixture was cooled to room temperature, and then the solvent was evaporated under reduced pressure. The residue was added with methanol (2 ml) and diethyl ether (6 ml). The deposited precipitates were collected by filtration and washed with diethyl ether to obtain the title compound (348 mg) as light yellow ... Reactants: C[O-].[Na+] (sodium methylate), C1(=CC=CC=C1)NC1=NC(=CC(=N1)Cl)C1CC1 (2-phenylamino-4-chloro-6-cyclopropyl-pyrimidine), C[O-].[Na+] (sodium methylate). Solvent: O1CCOCC1 (dioxane), CO (methanol). Reaction conditions: temperature 50 celsius. The product is C1(=CC=CC=C1)NC1=NC(=CC(=N1)OC)C1CC1 (2-phenylamino-4-methoxy-6-cyclopropylpyrimidine). Reaction SMILES: [C:1]1([NH:7][C:8]2[N:13]=[C:12](Cl)[CH:11]=[C:10]([CH:15]3[CH2:17][CH2:16]3)[N:9]=2)[CH:6]=[CH:5][CH:4]=[CH:3][CH:2]=1.[CH3:18][O-:19].[Na+]>O1CCOCC1.CO>[C:1]1([NH:7][C:8]2[N:13]=[C:12]([O:19][CH3:18])[CH:11]=[C:10]([CH:15]3[CH2:17][CH2:16]3)[N:9]=2)[CH:6]=[CH:5][CH:4]=[CH:3][CH:2]=1 |f:1.2|. Procedure: 6.87 g (28 mmol) of 2-phenylamino-4-chloro-6-cyclopropyl-pyrimidine in 25 ml of dioxane are added dropwise to 5.8 g (32.2 mmol) of sodium methylate in 10 ml of absolute methanol at room temperature in the course of half an hour, while stirring, and the mixture is then heated at 50° C. for 6 hours. To bring the reaction to completion, a further 0.76 g (4.2 mmol) of sodium methylate is added and the mixture is heated at 50° C. for a further 20 hours. After evaporation of the solvent, 300 ml of die... Starting materials: CuCl2, N (NH3), O=O (oxygen), O=O (oxygen), CC1C(C(CCC1)C)=O (2,6-dimethyl cyclohexanone). The solvent is CO (methanol). Yields the product C(#N)C(CCCC(C)=O)C (1-Cyano-1-Methyl-5-Ketohexane). As a reaction SMILES: [NH3:1].[O:2]=O.[CH3:4][CH:5]1[CH2:10][CH2:9][CH2:8][CH:7]([CH3:11])[C:6]1=O>CO>[C:6]([CH:5]([CH3:4])[CH2:10][CH2:9][CH2:8][C:7](=[O:2])[CH3:11])#[N:1]. Procedure details: A solution of 2 ml of NH3 in 50 ml of methanol is charged into a round bottom flask fitted with a gas inlet tube and a mechanical stirrer. Fitted to the gas inlet tube is an oxygen buret graduated in mls and containing oxygen gas. To this solution is added with stirring 0.015 g of CuCl2 2H2O and 1.5 g of 2,6-dimethyl cyclohexanone. Stirring is continued until all solids had dissolved. A steady stream of oxygen is bubbled into the solution for approximately 16 hours, while the solution is stirred... Starting materials: CS(N)(=O)=O, COCCn1nc2c(N)nc3ccccc3c2c1CCCCCl, [H-], [I-], [Na+], [Na+]. Product: COCCn1nc2c(N)nc3ccccc3c2c1CCCCNS(C)(=O)=O. Reaction SMILES: [CH3:24][S:25](=[O:26])(=[O:27])[NH2:28].[Cl:1][CH2:2][CH2:3][CH2:4][CH2:5][c:6]1[n:7]([CH2:20][CH2:21][O:22][CH3:23])[n:8][c:9]2[c:10]([NH2:19])[n:11][c:12]3[cH:13][cH:14][cH:15][cH:16][c:17]3[c:18]12.[H-:29].[I-:32].[Na+:30].[Na+:31]>>[CH2:2]([CH2:3][CH2:4][CH2:5][c:6]1[n:7]([CH2:20][CH2:21][O:22][CH3:23])[n:8][c:9]2[c:10]([NH2:19])[n:11][c:12]3[cH:13][cH:14][cH:15][cH:16][c:17]3[c:18]12)[NH:28][S:25]([CH3:24])(=[O:26])=[O:27].